Dataset: the Open Reaction Database (ORD), a public repository of structured organic reaction records. Task: describe an organic reaction: reactants, conditions, products, and yield The reactants are CC(CNC(=O)C=1C=CC(=NC1)C(=O)N1CCN(CC1)C1=NC=CC=C1[N+](=O)[O-])C (5-[N-(2-methylpropyl)carbamoyl]-2-[1-(3-nitro-2-pyridyl)piperazin-4-yl-carbonyl]pyridine), C(C(C)C)N (isobutylamine). Product: NC=1C(=NC=CC1)N1CCN(CC1)C(=O)C1=NC=C(C=C1)C(NCC(C)C)=O (2-[1-(3-amino-2-pyridyl)piperazin-4-yl-carbonyl]-5-[N-(2-methylpropyl)carbamoyl]pyridine). Yield: 72.0%. Reaction SMILES: [CH3:1][CH:2]([CH3:30])[CH2:3][NH:4][C:5]([C:7]1[CH:8]=[CH:9][C:10]([C:13]([N:15]2[CH2:20][CH2:19][N:18]([C:21]3[C:26]([N+:27]([O-])=O)=[CH:25][CH:24]=[CH:23][N:22]=3)[CH2:17][CH2:16]2)=[O:14])=[N:11][CH:12]=1)=[O:6].C(N)C(C)C>>[NH2:27][C:26]1[C:21]([N:18]2[CH2:17][CH2:16][N:15]([C:13]([C:10]3[CH:9]=[CH:8][C:7]([C:5](=[O:6])[NH:4][CH2:3][CH:2]([CH3:1])[CH3:30])=[CH:12][N:11]=3)=[O:14])[CH2:20][CH2:19]2)=[N:22][CH:23]=[CH:24][CH:25]=1. Procedure: By the same procedure as described in the step (2) of example 27, the synthesis was carried out starting with 5-[N-(2-methylpropyl)carbamoyl]-2-[1-(3-nitro-2-pyridyl)piperazin-4-yl-carbonyl]pyridine, so prepared by Step (1) and using isobutylamine. And then, the product was recrystallized with ethanol and ether to give a desired compound. Reactants: CI, CS(C)=O, Cc1cc2c(n1C)C(=O)Nc1ccccc1N2, [H-], N#N, [Na+], C1CCOC1. The product is Cc1cc2c(n1C)C(=O)N(C)c1ccccc1N2. As a reaction SMILES: [CH3:22][I:23].[CH3:24][S:25]([CH3:26])=[O:27].[CH3:3][n:4]1[c:5]([CH3:19])[cH:6][c:7]2[c:13]1[C:12](=[O:14])[NH:11][c:10]1[c:9]([cH:18][cH:17][cH:16][cH:15]1)[NH:8]2.[H-:1].[N:20]#[N:21].[Na+:2].[O:28]1[CH2:29][CH2:30][CH2:31][CH2:32]1>>[CH3:3][n:4]1[c:5]([CH3:19])[cH:6][c:7]2[c:13]1[C:12](=[O:14])[N:11]([CH3:22])[c:10]1[c:9]([cH:18][cH:17][cH:16][cH:15]1)[NH:8]2. Starting materials: CC(C)(O)CC(=O)O, CN(C(=O)c1ccc(Cl)cc1)C1CCNCC1c1ccc(Cl)c(Cl)c1, Cl. Product: CN(C(=O)c1ccc(Cl)cc1)C1CCN(C(=O)CC(C)(C)O)CC1c1ccc(Cl)c(Cl)c1. Reaction SMILES: [CH3:27][C:28]([CH3:29])([OH:30])[CH2:31][C:32]([OH:33])=[O:34].[Cl:2][c:3]1[cH:4][cH:5][c:6]([C:7](=[O:8])[N:9]([CH3:10])[CH:11]2[CH:12]([c:17]3[cH:18][c:19]([Cl:24])[c:20]([Cl:23])[cH:21][cH:22]3)[CH2:13][NH:14][CH2:15][CH2:16]2)[cH:25][cH:26]1.[ClH:1]>>[Cl:2][c:3]1[cH:4][cH:5][c:6]([C:7](=[O:8])[N:9]([CH3:10])[CH:11]2[CH:12]([c:17]3[cH:18][c:19]([Cl:24])[c:20]([Cl:23])[cH:21][cH:22]3)[CH2:13][N:14]([C:32]([CH2:31][C:28]([CH3:27])([CH3:29])[OH:30])=[O:33])[CH2:15][CH2:16]2)[cH:25][cH:26]1. Reactants: CC(C)(C)OC(=O)Nc1c[nH]c(C(N)=O)c1-c1ccc(NC(=O)Nc2cc(C(F)(F)F)ccc2F)cc1, CCCCC, Cl, C1COCCO1. Yields the product Cl, NC(=O)c1[nH]cc(N)c1-c1ccc(NC(=O)Nc2cc(C(F)(F)F)ccc2F)cc1. RXN SMILES: [C:1]([O:2][C:3](=[O:4])[NH:8][c:9]1[c:10](-[c:17]2[cH:18][cH:19][c:20]([NH:23][C:24](=[O:25])[NH:26][c:27]3[c:28]([F:37])[cH:29][cH:30][c:31]([C:33]([F:34])([F:35])[F:36])[cH:32]3)[cH:21][cH:22]2)[c:11]([C:14](=[O:15])[NH2:16])[nH:12][cH:13]1)([CH3:5])([CH3:6])[CH3:7].[CH3:45][CH2:46][CH2:47][CH2:48][CH3:49].[ClH:38].[O:39]1[CH2:40][CH2:41][O:42][CH2:43][CH2:44]1>>[ClH:38].[NH2:8][c:9]1[c:10](-[c:17]2[cH:18][cH:19][c:20]([NH:23][C:24](=[O:25])[NH:26][c:27]3[c:28]([F:37])[cH:29][cH:30][c:31]([C:33]([F:34])([F:35])[F:36])[cH:32]3)[cH:21][cH:22]2)[c:11]([C:14](=[O:15])[NH2:16])[nH:12][cH:13]1. The reactants are CC(C)(C)[Si](C)(C)OC1CCc2cc(-c3nccs3)ccc21, CCCC[N+](CCCC)(CCCC)CCCC, [F-], C1CCOC1. Product: OC1CCc2cc(-c3nccs3)ccc21. As a reaction SMILES: [C:1]([Si:2]([CH3:3])([CH3:4])[O:6][CH:7]1[CH2:8][CH2:9][c:10]2[cH:11][c:12](-[c:16]3[s:17][cH:18][cH:19][n:20]3)[cH:13][cH:14][c:15]21)([CH3:5])([CH3:21])[CH3:22].[CH3:24][CH2:25][CH2:26][CH2:27][N+:28]([CH2:29][CH2:30][CH2:31][CH3:32])([CH2:33][CH2:34][CH2:35][CH3:36])[CH2:37][CH2:38][CH2:39][CH3:40].[F-:23].[O:41]1[CH2:42][CH2:43][CH2:44][CH2:45]1>>[OH:6][CH:7]1[CH2:8][CH2:9][c:10]2[cH:11][c:12](-[c:16]3[s:17][cH:18][cH:19][n:20]3)[cH:13][cH:14][c:15]21. Starting materials: O (water), [N+](=O)([O-])C1=CC=C(C=C1)O (4-Nitrophenol), BrCC(=O)OCC (ethyl bromoacetate), C([O-])([O-])=O.[K+].[K+] (potassium carbonate). The solvent is CN(C=O)C (N,N-dimethylformamide). Reaction conditions: time 16 hour. Yields the product NC1=CC=C(OCC(=O)OCC)C=C1 (Ethyl 4-aminophenoxyacetate). Reaction SMILES: [N+:1]([C:4]1[CH:9]=[CH:8][C:7]([OH:10])=[CH:6][CH:5]=1)([O-])=O.Br[CH2:12][C:13]([O:15][CH2:16][CH3:17])=[O:14].C(=O)([O-])[O-].[K+].[K+].O>CN(C)C=O>[NH2:1][C:4]1[CH:9]=[CH:8][C:7]([O:10][CH2:12][C:13]([O:15][CH2:16][CH3:17])=[O:14])=[CH:6][CH:5]=1 |f:2.3.4|. Procedure details: 4-Nitrophenol (25.0 g, 180 mmol) and ethyl bromoacetate (20.0 ml, 180 mmol) were dissolved in N,N-dimethylformamide (40 ml), and potassium carbonate (27.4 g, 198 mmol) was added. The mixture was stirred at room temperature for 16 hours under a nitrogen atmosphere. The reaction mixture was poured into water (100 ml) and extracted with an equivalent mixture of n-hexane and ethyl acetate. The extract was washed with water and saturated brine, and dried over anhydrous magnesium sulfate. After filtra... Starting materials: C1(CC1)C=1C(=CC2=C(C(=C(O2)C2=CC=C(C=C2)F)C=2NC=CN2)C1)N(S(=O)(=O)C)CCCC(=O)NN (N-(5-cyclopropyl-2-(4-fluorophenyl)-3-(1H-imidazol-2-yl)benzofuran-6-yl)-N-(4-hydrazinyl-4-oxobutyl)methanesulfonamide), C(=O)(Cl)Cl (phosgene), C1(=CC=CC=C1)C (toluene). Solvent: C(Cl)(Cl)Cl (CHCl3), O1CCCC1 (tetrahydrofuran). Conditions: temperature 85 celsius. Product: C1(CC1)C=1C(=CC2=C(C(=C(O2)C2=CC=C(C=C2)F)C=2NC=CN2)C1)N(S(=O)(=O)C)CCCC=1OC(NN1)=O (N-[5-cyclopropyl-2-(4-fluorophenyl)-3-(1H-imidazol-2-yl)-1-benzofuran-6-yl]-N-[3-(5-oxo-4,5-dihydro-1,3,4-oxadiazol-2-yl)propyl]methanesulfonamide). The yield is 71.0%. RXN SMILES: [CH:1]1([C:4]2[C:5]([N:25]([CH2:30][CH2:31][CH2:32][C:33]([NH:35][NH2:36])=[O:34])[S:26]([CH3:29])(=[O:28])=[O:27])=[CH:6][C:7]3[O:11][C:10]([C:12]4[CH:17]=[CH:16][C:15]([F:18])=[CH:14][CH:13]=4)=[C:9]([C:19]4[NH:20][CH:21]=[CH:22][N:23]=4)[C:8]=3[CH:24]=2)[CH2:3][CH2:2]1.[C:37](Cl)(Cl)=[O:38].C1(C)C=CC=CC=1>C(Cl)(Cl)Cl.O1CCCC1>[CH:1]1([C:4]2[C:5]([N:25]([CH2:30][CH2:31][CH2:32][C:33]3[O:34][C:37](=[O:38])[NH:36][N:35]=3)[S:26]([CH3:29])(=[O:28])=[O:27])=[CH:6][C:7]3[O:11][C:10]([C:12]4[CH:17]=[CH:16][C:15]([F:18])=[CH:14][CH:13]=4)=[C:9]([C:19]4[NH:20][CH:21]=[CH:22][N:23]=4)[C:8]=3[CH:24]=2)[CH2:3][CH2:2]1. Procedure details: To a solution of N-(5-cyclopropyl-2-(4-fluorophenyl)-3-(1H-imidazol-2-yl)benzofuran-6-yl)-N-(4-hydrazinyl-4-oxobutyl)methanesulfonamide (13 mg, 0.025 mmol) in anhydrous CHCl3 (400 μL) and anhydrous tetrahydrofuran (400 μL) was added 20 wt % phosgene in toluene (66.9 μL, 0.127 mmol) under nitrogen, and the mixture was heated at reflux in an oil bath at 85° C. for 30 minutes. The reaction was cooled to room temperature and concentrated by rotary evaporation to a white solid. The crude material was...